Dataset: the Open Reaction Database (ORD), a public repository of structured organic reaction records. Task: describe an organic reaction: reactants, conditions, products, and yield Starting materials: C(C)(=O)O[C@H]1[C@@H](O[C@@H]([C@H]([C@@H]1OC(C)=O)OC(C)=O)COC(C)=O)OC1=NNC(=C1CC1=CC=C(C=C1)OCCCO)C(C)C (3-(2,3,4,6-tetra-O-acetyl-β-D-glucopyranosyloxy)-4-{[4-(3-hydroxypropoxy)phenyl]methyl}-5-isopropyl-1H-pyrazole), N1=CC(=CC=C1)CN (3-picolylamine), NC(CO)(C)C (2-amino-2-methyl-1-propanol). The product is [C@@H]1([C@H](O)[C@@H](O)[C@H](O)[C@H](O1)CO)OC1=NNC(=C1CC1=CC=C(C=C1)OCCCN(C)C=1C=NC=CC1)C(C)C (3-(β-D-Glucopyranosyloxy)-5-isopropyl-4-({4-[3-(3-pyridyl-methylamino)propoxy]phenyl}methyl)-1H-pyrazole). RXN SMILES: C([O:4][C@@H:5]1[C@@H:10]([O:11]C(=O)C)[C@H:9]([O:15]C(=O)C)[C@@H:8]([CH2:19][O:20]C(=O)C)[O:7][C@H:6]1[O:24][C:25]1[C:29]([CH2:30][C:31]2[CH:36]=[CH:35][C:34]([O:37][CH2:38][CH2:39][CH2:40]O)=[CH:33][CH:32]=2)=[C:28]([CH:42]([CH3:44])[CH3:43])[NH:27][N:26]=1)(=O)C.[N:45]1[CH:50]=[CH:49][CH:48]=[C:47](CN)[CH:46]=1.[NH2:53][C:54](C)(C)CO>>[C@@H:6]1([O:24][C:25]2[C:29]([CH2:30][C:31]3[CH:32]=[CH:33][C:34]([O:37][CH2:38][CH2:39][CH2:40][N:53]([C:47]4[CH:46]=[N:45][CH:50]=[CH:49][CH:48]=4)[CH3:54])=[CH:35][CH:36]=3)=[C:28]([CH:42]([CH3:43])[CH3:44])[NH:27][N:26]=2)[O:7][C@H:8]([CH2:19][OH:20])[C@@H:9]([OH:15])[C@H:10]([OH:11])[C@H:5]1[OH:4]. Reported procedure: The title compound was prepared in a similar manner to that described in Example 57 using 3-(2,3,4,6-tetra-O-acetyl-β-D-glucopyranosyloxy)-4-{[4-(3-hydroxypropoxy)phenyl]methyl}-5-isopropyl-1H-pyrazole and 3-picolylamine instead of 3-(2,3,4,6-tetra-O-acetyl-β-D-glucopyranosyloxy)-4-{[4-(3-hydroxypropoxy)-2-methylphenyl]methyl}-5-isopropyl-1H-pyrazole and 2-amino-2-methyl-1-propanol, respectively. The reactants are ClC1=C(C=C(C(=O)Cl)C=C1)[N+](=O)[O-] (4-chloro-3-nitrobenzoyl chloride), NC1=NC=C(C=C1)Cl (2-amino-5-chloropyridine), C(C)(C)N(C(C)C)CC (N,N-diisopropylethylamine). Run in C(Cl)Cl (methylene chloride). Conditions: time 18 hour. Yields the product ClC1=C(C=C(C(=O)NC2=NC=C(C=C2)Cl)C=C1)[N+](=O)[O-] (4-Chloro-N-(5-chloro-pyridin-2-yl)-3-nitro-benzamide). The yield is 42.4%. As a reaction SMILES: [Cl:1][C:2]1[CH:10]=[CH:9][C:5]([C:6](Cl)=[O:7])=[CH:4][C:3]=1[N+:11]([O-:13])=[O:12].[NH2:14][C:15]1[CH:20]=[CH:19][C:18]([Cl:21])=[CH:17][N:16]=1.C(N(CC)C(C)C)(C)C>C(Cl)Cl>[Cl:1][C:2]1[CH:10]=[CH:9][C:5]([C:6]([NH:14][C:15]2[CH:20]=[CH:19][C:18]([Cl:21])=[CH:17][N:16]=2)=[O:7])=[CH:4][C:3]=1[N+:11]([O-:13])=[O:12]. Procedure details: A solution of 4-chloro-3-nitrobenzoyl chloride (1.00 g, 4.99 mmol) in dry methylene chloride (20 mL) under a nitrogen atmosphere was treated with 2-amino-5-chloropyridine (643 mg, 4.99 mmol) and N,N-diisopropylethylamine (1.05 mL, 6.00 mmol), and the resulting mixture stirred at room temperature for 18 hours. The solvent was removed by rotary evaporation in vacuo, the residue taken up in ethyl acetate (100 mL), and washed with saturated aqueous sodium bicarbonate (50 mL), water (2×50 mL), and br... The reactants are NC1=NC(=CC(=N1)N1CC2=CC(=CC=C2CC1)N1CCC(CC1)C1=CC=C(C(=O)O)C=C1)N1CCN(CC1)C (4-(1-{2-[2-amino-6-(4-methylpiperazin-1-yl)pyrimidin-4-yl]-1,2,3,4-tetrahydroisoquinolin-7-yl}piperidin-4-yl)benzoic acid), CN (methylamine). Run in C1CCOC1 (THF). Yields the product NC1=NC(=CC(=N1)N1CC2=CC(=CC=C2CC1)N1CCC(CC1)C1=CC=C(C(=O)NC)C=C1)N1CCN(CC1)C (4-(1-{2-[2-amino-6-(4-methylpiperazin-1-yl)pyrimidin-4-yl]-1,2,3,4-tetrahydroisoquinolin-7-yl}piperidin-4-yl)-N-methylbenzamide). As a reaction SMILES: [NH2:1][C:2]1[N:7]=[C:6]([N:8]2[CH2:17][CH2:16][C:15]3[C:10](=[CH:11][C:12]([N:18]4[CH2:23][CH2:22][CH:21]([C:24]5[CH:32]=[CH:31][C:27]([C:28]([OH:30])=O)=[CH:26][CH:25]=5)[CH2:20][CH2:19]4)=[CH:13][CH:14]=3)[CH2:9]2)[CH:5]=[C:4]([N:33]2[CH2:38][CH2:37][N:36]([CH3:39])[CH2:35][CH2:34]2)[N:3]=1.[CH3:40][NH2:41]>C1COCC1>[NH2:1][C:2]1[N:7]=[C:6]([N:8]2[CH2:17][CH2:16][C:15]3[C:10](=[CH:11][C:12]([N:18]4[CH2:23][CH2:22][CH:21]([C:24]5[CH:25]=[CH:26][C:27]([C:28]([NH:41][CH3:40])=[O:30])=[CH:31][CH:32]=5)[CH2:20][CH2:19]4)=[CH:13][CH:14]=3)[CH2:9]2)[CH:5]=[C:4]([N:33]2[CH2:38][CH2:37][N:36]([CH3:39])[CH2:35][CH2:34]2)[N:3]=1. Procedure: This compound was prepared by using procedures analogous to those described for the synthesis of Example 18 starting from 4-(1-{2-[2-amino-6-(4-methylpiperazin-1-yl)pyrimidin-4-yl]-1,2,3,4-tetrahydroisoquinolin-7-yl}piperidin-4-yl)benzoic acid and methylamine in THF (2.0 M). LCMS (M+H)+: m/z=541.3. Reactants: O=C(c1ccc(Cl)cc1)C1CC1, Cl, CON, c1ccncc1. The product is CON=C(c1ccc(Cl)cc1)C1CC1. Reaction SMILES: [Cl:5][c:6]1[cH:7][cH:8][c:9]([C:12](=[O:13])[CH:14]2[CH2:15][CH2:16]2)[cH:10][cH:11]1.[ClH:1].[O:2]([CH3:3])[NH2:4].[cH:17]1[cH:18][cH:19][n:20][cH:21][cH:22]1>>[O:2]([CH3:3])[N:4]=[C:12]([c:9]1[cH:8][cH:7][c:6]([Cl:5])[cH:11][cH:10]1)[CH:14]1[CH2:15][CH2:16]1. Reactants: NC1=C(C=CC=C1)NC(C(CC(N1CCC(CC1)N1C(NC2=CC=CC=C2C1)=O)=O)CC1=CC2C=NNC2C(=C1)C)=O (N-(2-aminophenyl)-2-((7-methyl-3a,7a-dihydro-1H-indazol-5-yl)methyl)-4-oxo-4-(4-(2-oxo-1,2-dihydroquinazolin-3(4H)-yl)piperidin-1-yl)butanamide), C(C)=O (acetaldehyde), [BH4-].[Na+] (sodium borohydride). The solvent is CO (methanol). Run at time 2 hour. The product is C(C)NC1=C(C=CC=C1)NC(C(CC(N1CCC(CC1)N1C(NC2=CC=CC=C2C1)=O)=O)CC1=CC2C=NNC2C(=C1)C)=O (N-(2-(Ethylamino)phenyl)-2-((7-methyl-3a,7a-dihydro-1H-indazol-5-yl)methyl)-4-oxo-4-(4-(2-oxo-1,2-dihydroquinazolin-3(4H)-yl)piperidin-1-yl)butanamide). As a reaction SMILES: [NH2:1][C:2]1[CH:7]=[CH:6][CH:5]=[CH:4][C:3]=1[NH:8][C:9](=[O:42])[CH:10]([CH2:31][C:32]1[CH:40]=[C:39]([CH3:41])[CH:38]2[CH:34]([CH:35]=[N:36][NH:37]2)[CH:33]=1)[CH2:11][C:12](=[O:30])[N:13]1[CH2:18][CH2:17][CH:16]([N:19]2[CH2:28][C:27]3[C:22](=[CH:23][CH:24]=[CH:25][CH:26]=3)[NH:21][C:20]2=[O:29])[CH2:15][CH2:14]1.[CH:43](=O)[CH3:44].[BH4-].[Na+]>CO>[CH2:43]([NH:1][C:2]1[CH:7]=[CH:6][CH:5]=[CH:4][C:3]=1[NH:8][C:9](=[O:42])[CH:10]([CH2:31][C:32]1[CH:40]=[C:39]([CH3:41])[CH:38]2[CH:34]([CH:35]=[N:36][NH:37]2)[CH:33]=1)[CH2:11][C:12](=[O:30])[N:13]1[CH2:14][CH2:15][CH:16]([N:19]2[CH2:28][C:27]3[C:22](=[CH:23][CH:24]=[CH:25][CH:26]=3)[NH:21][C:20]2=[O:29])[CH2:17][CH2:18]1)[CH3:44] |f:2.3|. Reported procedure: A solution of N-(2-aminophenyl)-2-((7-methyl-3a,7a-dihydro-1H-indazol-5-yl)methyl)-4-oxo-4-(4-(2-oxo-1,2-dihydroquinazolin-3(4H)-yl)piperidin-1-yl)butanamide (0.24 mmol) in methanol (5 mL) was treated with acetaldehyde (1 mL) at room temperature. The mixture was stirred for 2 h at room temperature before the solvent was removed in vacuo. The residue was taken up in methanol (5 mL) and then sodium borohydride (0.48 mmol) was added. After 30 min, the methanol was removed in vacuo and the residue w... Starting materials: ClC1=NC=NC2=CC(=CC=C12)C1=NC=CC=C1C(F)(F)F (4-chloro-7-(3-trifluoromethyl-pyridin-2-yl)-quinazoline), C(C)(C)(C)C1=CC=C(N)C=C1 (4-tert-butyl-aniline). Run in CC(C)O (IPA). Yields the product (4-tert-Butyl-phenyl)-[7-(3-trifluoromethyl-pyridin-2-yl)-quinazolin-4-yl] hydrochloride. RXN SMILES: [Cl:1][C:2]1[C:11]2[C:6](=[CH:7][C:8]([C:12]3[C:17]([C:18]([F:21])([F:20])[F:19])=[CH:16][CH:15]=[CH:14][N:13]=3)=[CH:9][CH:10]=2)[N:5]=[CH:4][N:3]=1.[C:22]([C:26]1[CH:32]=[CH:31][C:29](N)=[CH:28][CH:27]=1)([CH3:25])([CH3:24])[CH3:23]>CC(O)C>[C:22]([C:26]1[CH:32]=[CH:31][C:29]([ClH:1][C:2]2[C:11]3[C:6](=[CH:7][C:8]([C:12]4[C:17]([C:18]([F:20])([F:19])[F:21])=[CH:16][CH:15]=[CH:14][N:13]=4)=[CH:9][CH:10]=3)[N:5]=[CH:4][N:3]=2)=[CH:28][CH:27]=1)([CH3:25])([CH3:24])[CH3:23]. Procedure details: Stir 4-chloro-7-(3-trifluoromethyl-pyridin-2-yl)-quinazoline (0.16 mmol) and 4-tert-butyl-aniline (0.32 mmol) in IPA (4 mL) at 80° C. for 6 hours. Cool the mixture and collect the precipitate to obtain (4-tert-Butyl-phenyl)-[7-(3-trifluoromethyl-pyridin-2-yl)-quinazolin-4-yl] hydrochloride. Mass spec. 422.2.